From a dataset of the Open Reaction Database (ORD), a public repository of structured organic reaction records. describe an organic reaction: reactants, conditions, products, and yield The reactants are CCCCOc1nc(Cl)cc(N2CCOCC2)n1, NN, C1COCCO1. Yields the product CCCCOc1nc(NN)cc(N2CCOCC2)n1. As a reaction SMILES: [CH2:1]([CH2:2][CH2:3][CH3:4])[O:5][c:6]1[n:7][c:8]([N:13]2[CH2:14][CH2:15][O:16][CH2:17][CH2:18]2)[cH:9][c:10]([Cl:12])[n:11]1.[NH2:19][NH2:20].[O:21]1[CH2:22][CH2:23][O:24][CH2:25][CH2:26]1>>[CH2:1]([CH2:2][CH2:3][CH3:4])[O:5][c:6]1[n:7][c:8]([N:13]2[CH2:14][CH2:15][O:16][CH2:17][CH2:18]2)[cH:9][c:10]([NH:19][NH2:20])[n:11]1. Reactants: [N+](=O)([O-])C=1C(=CC(=NC1)OC=1C=C(C=CC1)NC(OC(C)(C)C)=O)NC1=CC=C(C=C1)OCC1=CC=CC=C1 (1,1-Dimethylethyl (3-{[5-nitro-4-({4-[(phenylmethyl)oxy]phenyl}amino)-2-pyridinyl]oxy}phenyl)carbamate). Reagents/catalysts: [Pd] (Pd/C). Solvent: CO (MeOH). Product: NC=1C(=CC(=NC1)OC=1C=C(C=CC1)NC(OC(C)(C)C)=O)NC1=CC=C(C=C1)O (1,1-Dimethylethyl [3-({5-amino-4-[(4-hydroxyphenyl)amino]-2-pyridinyl}oxy)phenyl]carbamate). Yield: 102.7%. As a reaction SMILES: [N+:1]([C:4]1[C:5]([NH:25][C:26]2[CH:31]=[CH:30][C:29]([O:32]CC3C=CC=CC=3)=[CH:28][CH:27]=2)=[CH:6][C:7]([O:10][C:11]2[CH:12]=[C:13]([NH:17][C:18](=[O:24])[O:19][C:20]([CH3:23])([CH3:22])[CH3:21])[CH:14]=[CH:15][CH:16]=2)=[N:8][CH:9]=1)([O-])=O>CO.[Pd]>[NH2:1][C:4]1[C:5]([NH:25][C:26]2[CH:27]=[CH:28][C:29]([OH:32])=[CH:30][CH:31]=2)=[CH:6][C:7]([O:10][C:11]2[CH:12]=[C:13]([NH:17][C:18](=[O:24])[O:19][C:20]([CH3:21])([CH3:22])[CH3:23])[CH:14]=[CH:15][CH:16]=2)=[N:8][CH:9]=1. Procedure details: The product from Step 2 (16.4 g, 31.0 mmol) was hydrogenated with a balloon of H2 in the presence of 5% Pd/C (2 g) in MeOH (100 mL) over the weekend. The reaction mixture was then filtered through Celite and concentrated to give the title compound (13 g, quant.) which was used without purification. MS (ES+) m/e 409 [M+H]+. Reactants: [OH-].[Na+] (sodium hydroxide), C(#N)CCOC(=O)C1=C(NC(=C(C1C1=CC(=CC=C1)Cl)C(NCCC(C1=CC=CC=C1)C1=CC=CC=C1)=O)C)C (4-(3-chlorophenyl)-2,6-dimethyl-5-(3,3-diphenylpropylcarbamoyl)-1,4-dihydropyridine-3-carboxylic acid 2-cyanoethyl ester), Cl (hydrochloric acid). Solvent: CO (methanol), CO (methanol). Conditions: time 7.5 hour. Yields the product ClC=1C=C(C=CC1)C1C(=C(NC(=C1C(NCCC(C1=CC=CC=C1)C1=CC=CC=C1)=O)C)C)C(=O)O (4-(3-chlorophenyl)-2,6-dimethyl-5-(3,3-diphenylpropylcarbamoyl)-1,4-dihydropyridine-3-carboxylic acid). Reaction SMILES: C(CC[O:5][C:6]([C:8]1[CH:13]([C:14]2[CH:19]=[CH:18][CH:17]=[C:16]([Cl:20])[CH:15]=2)[C:12]([C:21](=[O:38])[NH:22][CH2:23][CH2:24][CH:25]([C:32]2[CH:37]=[CH:36][CH:35]=[CH:34][CH:33]=2)[C:26]2[CH:31]=[CH:30][CH:29]=[CH:28][CH:27]=2)=[C:11]([CH3:39])[NH:10][C:9]=1[CH3:40])=[O:7])#N.[OH-].[Na+].Cl>CO>[Cl:20][C:16]1[CH:15]=[C:14]([CH:13]2[C:12]([C:21](=[O:38])[NH:22][CH2:23][CH2:24][CH:25]([C:26]3[CH:31]=[CH:30][CH:29]=[CH:28][CH:27]=3)[C:32]3[CH:33]=[CH:34][CH:35]=[CH:36][CH:37]=3)=[C:11]([CH3:39])[NH:10][C:9]([CH3:40])=[C:8]2[C:6]([OH:7])=[O:5])[CH:19]=[CH:18][CH:17]=1 |f:1.2|. Procedure: 275 mg (0.500 mmol) of 4-(3-chlorophenyl)-2,6-dimethyl-5-(3,3-diphenylpropylcarbamoyl)-1,4-dihydropyridine-3-carboxylic acid 2-cyanoethyl ester was dissolved in 10 ml of methanol. 1 ml of 1 N aqueous sodium hydroxide solution was added and stirred at room temperature for 7.5 hours. After adding 2 N hydrochloric acid, methanol was evaporated under reduced pressure. Water was added to the residue, and precipitates thus formed were taken by the filtration, then washed with water and hexane/ethyl ac... The reactants are [H-].[Al+3].[Li+].[H-].[H-].[H-] (Lithium aluminum hydride), BrC1=C(C=C(N)C=C1)C (4-bromo-3-methylaniline), C(=O)O (formic acid), [H-].[H-].[H-].[H-].[Li+].[Al+3] (LAH). Run at temperature 0 celsius, time 8 hour. Yields the product BrC1=C(C=C(C=C1)NC)C ((4-Bromo-3-methyl-phenyl)-methyl-amine). Yield: 64.0%. As a reaction SMILES: [Br:1][C:2]1[CH:8]=[CH:7][C:5]([NH2:6])=[CH:4][C:3]=1[CH3:9].[H-].[Al+3].[Li+].[H-].[H-].[H-].[CH:16](O)=O>>[Br:1][C:2]1[CH:8]=[CH:7][C:5]([NH:6][CH3:16])=[CH:4][C:3]=1[CH3:9] |f:1.2.3.4.5.6|. Procedure: A solution of 4-bromo-3-methylaniline (3.72 g, 20 mmol) in formic acid (15 mL) was heated at 100° C. for 8 h. The solvent was removed in vacuo and the residue was partitioned between EtOAc (100 mL) and aq NaHCO3 (50 mL). The layers were separated and the organic layers was dried (Na2SO4) and concentrated. The residue was dissolved in THF (80 mL) and cooled to 0° C. Lithium aluminum hydride (1.52 g, 40 mmol) was added portionwise over 10 min. The mixture was stirred at rt for 8 h and an additiona... Reactants: Lactone, CC1CCC(CC1)=O (4-methyl cyclohexanone), C([O-])(O)=O.[Na+] (sodium bicarbonate), ClC=1C=C(C(=O)OO)C=CC1 (3-chloroperoxybenzoic acid). Run in ClCCl (dichloromethane). Product: CC1CCCC(=O)OC1 (5-methyl ε-caprolactone). As a reaction SMILES: [CH3:1][CH:2]1[CH2:7]C[C:5](=O)[CH2:4][CH2:3]1.[C:9](=[O:12])(O)[O-:10].[Na+].ClC1C=C(C=CC=1)C(OO)=O>ClCCl>[CH3:1][CH:2]1[CH2:7][O:10][C:9](=[O:12])[CH2:5][CH2:4][CH2:3]1 |f:1.2|. Procedure details: This was prepared in similar manner to Lactone 1 except using 4-methyl cyclohexanone (50 parts; 0.445m ex. Aldrich) in place of the 3-methylcyclohexanone with appropriate increase in the dichloromethane (1500 ml), sodium bicarbonate (8.1 parts, 1.0 M) and 3-chloroperoxybenzoic acid (123 parts; 0.5 M). The reaction temperature was maintained below 10° C. throughout. The 5-methyl ε-caprolactone was obtained as a clear yellow oil (49 parts). Starting materials: NC=1C=C(C(=O)CCC(=O)O)C=CC1Cl (3-(3-amino-4-chlorobenzoyl)propionic acid), N(=O)[O-].[Na+] (sodium nitrite), diazonium salt. Run in S(O)(O)(=O)=O (sulphuric acid), S(O)(O)(=O)=O (sulphuric acid). Product: ClC1=C(C=C(C(=O)CCC(=O)O)C=C1)O (3-(4-chloro-3-hydroxybenzoyl)propionic acid). RXN SMILES: N[C:2]1[CH:3]=[C:4]([CH:12]=[CH:13][C:14]=1[Cl:15])[C:5]([CH2:7][CH2:8][C:9]([OH:11])=[O:10])=[O:6].N([O-])=[O:17].[Na+]>S(=O)(=O)(O)O>[Cl:15][C:14]1[CH:13]=[CH:12][C:4]([C:5]([CH2:7][CH2:8][C:9]([OH:11])=[O:10])=[O:6])=[CH:3][C:2]=1[OH:17] |f:1.2|. Procedure: 3-(3-amino-4-chlorobenzoyl)propionic acid was diagotised in sulphuric acid solution with sodium nitrite and the diazonium salt solution was added dropwise to boiling aqueous sulphuric acid to give 3-(4-chloro-3-hydroxybenzoyl)propionic acid. Starting materials: O=C1CC(OC2=C1C=CC(=C2CCC)O)(CCC(=O)OCC)CCC(=O)OCC (diethyl 3,4-dihydro-4-oxo-7-hydroxy-8-propyl-2H-1-benzopyran-2,2-dipropanoate). Reagents/catalysts: [Pd] (palladium on carbon), [H][H] (hydrogen). The solvent is C(C)(=O)O (acetic acid). Reaction conditions: time 8 hour. Yields the product C(CC)C1=C(C=CC=2CCC(OC21)(CCC(=O)OCC)CCC(=O)OCC)O (diethyl 3,4-dihydro-8-propyl-7-hydroxy-2H-1-benzopyran-2,2-dipropanoate). Isolated yield 19.8%. As a reaction SMILES: O=[C:2]1[C:7]2[CH:8]=[CH:9][C:10]([OH:15])=[C:11]([CH2:12][CH2:13][CH3:14])[C:6]=2[O:5][C:4]([CH2:23][CH2:24][C:25]([O:27][CH2:28][CH3:29])=[O:26])([CH2:16][CH2:17][C:18]([O:20][CH2:21][CH3:22])=[O:19])[CH2:3]1>C(O)(=O)C.[H][H].[Pd]>[CH2:12]([C:11]1[C:6]2[O:5][C:4]([CH2:16][CH2:17][C:18]([O:20][CH2:21][CH3:22])=[O:19])([CH2:23][CH2:24][C:25]([O:27][CH2:28][CH3:29])=[O:26])[CH2:3][CH2:2][C:7]=2[CH:8]=[CH:9][C:10]=1[OH:15])[CH2:13][CH3:14]. Procedure details: The title product of Example 1 (4.19 g, 10.3 mmol) was dissolved in 50 ml of acetic acid, and then hydrogenated at 70° C. using 60 psi of hydrogen and 10% palladium on carbon as catalyst. After eight hours, the mixture was allowed to cool, and insolubles were removed by filtration. The filtrate was concentrated under reduced pressure. The residue was chromatographed on silicagel column. Elution with 20% ethyl acetate/hexane afforded the title compound (0.80 g). Starting materials: ClC=1C=CC(=C(CC2CNC(CN(C2=O)C(=O)N[C@@H](C(=O)NC=2C=C(NC2)C(=O)O)CC)=O)C1)OC (4-{[(2R)-2-({[6-(5-chloro-2-methoxybenzyl)-3,7-dioxo-1,4-diazepan-1-yl]carbonyl}amino)butanoyl]amino}-1H-pyrrole-2-carboxylic Acid), [N+](=O)([O-])C=1C=C(NC1)C(=O)O (4-nitropyrrole-2-carboxylic acid), FC1=C(C=C(C(=O)O)C=C1)[N+](=O)[O-] (4-fluoro-3-nitrobenzoic acid). The product is ClC=1C=CC(=C(CC2CNC(CN(C2=O)C(=O)N[C@@H](C(=O)NC=2C=C(C(=O)O)C=CC2F)CC)=O)C1)OC (3-{[(2R)-2-({[6-(5-chloro-2-methoxybenzyl)-3,7-dioxo-1,4-diazepan-1-yl]carbonyl}amino)butanoyl]amino}-4-fluorobenzoic Acid). As a reaction SMILES: [Cl:1][C:2]1[CH:3]=[CH:4][C:5]([O:35][CH3:36])=[C:6]([CH:34]=1)[CH2:7][CH:8]1[C:14](=[O:15])[N:13]([C:16]([NH:18][C@H:19]([CH2:31][CH3:32])[C:20](NC2C=C(C(O)=O)NC=2)=[O:21])=[O:17])[CH2:12][C:11](=[O:33])[NH:10][CH2:9]1.[N+](C1C=C(C(O)=O)NC=1)([O-])=O.[F:48][C:49]1[CH:57]=[CH:56][C:52]([C:53]([OH:55])=[O:54])=[CH:51][C:50]=1[N+:58]([O-])=O>>[Cl:1][C:2]1[CH:3]=[CH:4][C:5]([O:35][CH3:36])=[C:6]([CH:34]=1)[CH2:7][CH:8]1[C:14](=[O:15])[N:13]([C:16]([NH:18][C@H:19]([CH2:31][CH3:32])[C:20]([NH:58][C:50]2[CH:51]=[C:52]([CH:56]=[CH:57][C:49]=2[F:48])[C:53]([OH:55])=[O:54])=[O:21])=[O:17])[CH2:12][C:11](=[O:33])[NH:10][CH2:9]1. Procedure details: Instead of the starting material compound of Example 262, that is, 4-nitropyrrole-2-carboxylic acid, 4-fluoro-3-nitrobenzoic acid was used for the similar procedure as in Example 262 to obtain the title compound.